This data is from the Open Reaction Database (ORD), a public repository of structured organic reaction records. The task is: describe an organic reaction: reactants, conditions, products, and yield Reactants: C(CCC)(=O)C=1C=NC2=C(C=CC=C2C1NC1=C(C=CC=C1)C)O (3-Butyryl-4-(2-methylphenylamino)-8-hydroxyquinoline), CC(C)([O-])C.[K+] (potassium t-butoxide), Cl.ClCCCN1CCCC1 (1-(3-chloropropyl)pyrrolidine hydrochloride). Run in O (water), CN(C=O)C (dimethylformamide). Conditions: time 1 hour. Yields the product C(CCC)(=O)C=1C=NC2=C(C=CC=C2C1NC1=C(C=CC=C1)C)OCCCN1CCCC1 (3-butyryl-4-(2-methylphenylamino)-8-(3-(1-pyrrolidinyl)propoxy)quinoline). Yield: 8.1%. Reaction SMILES: [C:1]([C:6]1[CH:7]=[N:8][C:9]2[C:14]([C:15]=1[NH:16][C:17]1[CH:22]=[CH:21][CH:20]=[CH:19][C:18]=1[CH3:23])=[CH:13][CH:12]=[CH:11][C:10]=2[OH:24])(=[O:5])[CH2:2][CH2:3][CH3:4].CC(C)([O-])C.[K+].Cl.Cl[CH2:33][CH2:34][CH2:35][N:36]1[CH2:40][CH2:39][CH2:38][CH2:37]1>CN(C)C=O.O>[C:1]([C:6]1[CH:7]=[N:8][C:9]2[C:14]([C:15]=1[NH:16][C:17]1[CH:22]=[CH:21][CH:20]=[CH:19][C:18]=1[CH3:23])=[CH:13][CH:12]=[CH:11][C:10]=2[O:24][CH2:33][CH2:34][CH2:35][N:36]1[CH2:40][CH2:39][CH2:38][CH2:37]1)(=[O:5])[CH2:2][CH2:3][CH3:4] |f:1.2,3.4|. Procedure: 3-Butyryl-4-(2-methylphenylamino)-8-hydroxyquinoline (3.2 g, 10 mmol) and potassium t-butoxide (5.0 g, 40 mmol) were dissolved in dry dimethylformamide (100 ml) at 100° , 1-(3-chloropropyl)pyrrolidine hydrochloride (3.6 g, 20 mmol) added, and stirring continued for 1 hour. The mixture was diluted with water and extracted with ether, and the ether extracts dried and evaporated. Chromatography (silica gel, 0-3% methanolic ammonia in chloroform) and recrystallisation from ether gave 3-butyryl-4-(2-... Starting materials: BrC1=C2CCC(C2=C(C=C1)O)=O (4-bromo-7-hydroxy-2,3-dihydro-1H-inden-1-one), ethyl acetate petroleum ether, C([O-])([O-])=O.[K+].[K+] (potassium carbonate), C1=CC=C(C=C1)CBr (BnBr). The solvent is CC#N (CH3CN). Conditions: temperature 60 celsius, time 2 hour. Yields the product C(C1=CC=CC=C1)OC=1C=CC(=C2CCC(C12)=O)Br (7-(benzyloxy)-4-bromo-2,3-dihydro-1H-inden-1-one). As a reaction SMILES: [Br:1][C:2]1[CH:10]=[CH:9][C:8]([OH:11])=[C:7]2[C:3]=1[CH2:4][CH2:5][C:6]2=[O:12].C(=O)([O-])[O-].[K+].[K+].[CH:19]1[CH:24]=[CH:23][C:22]([CH2:25]Br)=[CH:21][CH:20]=1>CC#N>[CH2:25]([O:11][C:8]1[CH:9]=[CH:10][C:2]([Br:1])=[C:3]2[C:7]=1[C:6](=[O:12])[CH2:5][CH2:4]2)[C:22]1[CH:23]=[CH:24][CH:19]=[CH:20][CH:21]=1 |f:1.2.3|. Procedure details: Into a 250-mL round bottom flask, was placed 4-bromo-7-hydroxy-2,3-dihydro-1H-inden-1-one (1.5 g, 6.61 mmol, 1.00 equiv), CH3CN (30 mL) and potassium carbonate (1.83 g, 13.24 mmol, 2.00 equiv). BnBr (1.18 g, 6.90 mmol, 1.04 equiv) was added dropwise. The resulting solution was stirred for 2 h at 60° C. in an oil bath. The reaction progress was monitored by TLC (ethyl acetate/petroleum ether=1:4). The solids were removed by filtration. The resulting mixture was concentrated under reduced pressure... The reactants are C(C)(=O)NC=1C=C2C=NNC2=CC1 (5-acetylaminoindazole), [N+](=O)(O)[O-] (HNO3). Product: [N+](=O)([O-])C1=C2C=NNC2=CC=C1NC(C)=O (4-nitro-5-acetylaminoindazole). The yield is 91.6%. RXN SMILES: [C:1]([NH:4][C:5]1[CH:6]=[C:7]2[C:11](=[CH:12][CH:13]=1)[NH:10][N:9]=[CH:8]2)(=[O:3])[CH3:2].[N+:14]([O-])([OH:16])=[O:15]>>[N+:14]([C:6]1[C:5]([NH:4][C:1](=[O:3])[CH3:2])=[CH:13][CH:12]=[C:11]2[C:7]=1[CH:8]=[N:9][NH:10]2)([O-:16])=[O:15]. Procedure: By referring to the Step 4 of Example 1, 5-acetylaminoindazole (6 g, 34.2 mmol), HNO3 (2.0 mL, 48 mmol), were used to obtain a product (6.9 g, 91.7%). Starting materials: P(=O)(Cl)(Cl)Cl (phosphorus oxychloride), C(=O)(C(=O)OCC)NCC=1SC(=CN1)C(=O)OCC (2-(ethoxalylamino)methyl-5-ethoxycarbonylthiazole). The product is C(C)OC(=O)C1=CN2C(S1)=CN=C2C(=O)OCC (2,5-diethoxycarbonylimidazo[5,1-b]thiazole). Yield: 71.6%. Reaction SMILES: P(Cl)(Cl)(Cl)=O.[C:6]([NH:13][CH2:14][C:15]1[S:16][C:17]([C:20]([O:22][CH2:23][CH3:24])=[O:21])=[CH:18][N:19]=1)([C:8]([O:10][CH2:11][CH3:12])=[O:9])=O>>[CH2:23]([O:22][C:20]([C:17]1[S:16][C:15]2=[CH:14][N:13]=[C:6]([C:8]([O:10][CH2:11][CH3:12])=[O:9])[N:19]2[CH:18]=1)=[O:21])[CH3:24]. Procedure details: A 20 ml potion of phosphorus oxychloride was added to 3.53 g of 2-(ethoxalylamino)methyl-5-ethoxycarbonylthiazole under ice-cooling, and the solution was then heated under reflux for 15 hours. After cooled, the reaction solution was concentrated to dryness under reduced pressure, and 20 ml of water and 20 ml of dichloromethane were then added so as to dissolve it. Under ice-cooling, potassium carbonate was added until the solution was alkalified. The solution was extracted with dichloromethane (... The reactants are C1CCCCC1 (cyclohexane), C(F)(F)(F)C(=O)O (CF3CO2H). The solvent is Cu(II). The product is C1(CCCCC1)OC(C(F)(F)F)=O (cyclohexyltrifluoroacetate). Yield: 17.0%. Reaction SMILES: [CH2:1]1[CH2:6][CH2:5][CH2:4][CH2:3][CH2:2]1.[C:7]([C:11]([OH:13])=[O:12])([F:10])([F:9])[F:8]>>[CH:1]1([O:13][C:11](=[O:12])[C:7]([F:10])([F:9])[F:8])[CH2:6][CH2:5][CH2:4][CH2:3][CH2:2]1. Procedure details: Activation of cyclohexane was also investigated in two experiments. Under anhydrous conditions, slow addition of Cu(I) dissolved in CF3CO2H to a solution of Cu(II) dissolved in CF3CO2H/C6H12 in air and gave a 17% yield of cyclohexyltrifluoroacetate. A 19.2% yield of this ester was obtained when solid Cu2O was stirred in the Cu(II) solution under a 100% O2 atmosphere. The yields are comparable even under widely varying conditions. Also, the yields are higher than for methane activation, probably ... Reactants: N(=[N+]=[N-])CCCCCC(=O)OC (methyl 6-azidohexanoate), CO.O (MeOH H2O), [Li+].[OH-] (LiOH). Conditions: time 5 hour. Procedure: AHA was synthesized following a reported method with modifications. To methyl 6-azidohexanoate (3.4 g, 20 mmol) in 20 ml of mixture of MeOH/H2O (4/1 v/v) LiOH (2.5 g, 60 mmol) was added. After being stirred for 5 h at room temperature, the reaction mixture was poured into brine and washed with hexane to remove unreacted Ester. The aqueous fraction was acidified with HCl, extracted with ethyl acetate. Combined organic fractions were washed with brine and died over MgSO4. Ethyl acetate was removed... The solvent is mixture, [Cl-].[Na+].O (brine). The yield is 93.0%. Yields the product N(=[N+]=[N-])CCCCCC(=O)O (6-Azidohexanoic Acid). RXN SMILES: [N:1]([CH2:4][CH2:5][CH2:6][CH2:7][CH2:8][C:9]([O:11]C)=[O:10])=[N+:2]=[N-:3].CO.O.[Li+].[OH-]>[Cl-].[Na+].O>[N:1]([CH2:4][CH2:5][CH2:6][CH2:7][CH2:8][C:9]([OH:11])=[O:10])=[N+:2]=[N-:3] |f:1.2,3.4,5.6.7|.